This data is from the Open Reaction Database (ORD), a public repository of structured organic reaction records. The task is: describe an organic reaction: reactants, conditions, products, and yield The reactants are [OH-].[Na+] (sodium hydroxide), CC(C1=CC=C(C=C1)Cl)=NOCOC(CC1=CC=CC=C1)=O ((α-methyl-4-chlorobenzylideneaminooxymethyl)phenylacetate), Cl (hydrochloric acid). Solvent: CO (methanol). Run at time 2 hour. The product is desired compound, C1(=CC=CC=C1)CC(=O)O (phenylacetic acid). Yield: 193.3%. RXN SMILES: [OH-].[Na+].CC(=NOC[O:15][C:16](=[O:24])[CH2:17][C:18]1[CH:23]=[CH:22][CH:21]=[CH:20][CH:19]=1)C1C=CC(Cl)=CC=1.Cl>CO>[C:18]1([CH2:17][C:16]([OH:24])=[O:15])[CH:23]=[CH:22][CH:21]=[CH:20][CH:19]=1 |f:0.1|. Procedure details: 1N sodium hydroxide solution (10 ml) was added to a solution of ethyl (E)-α-methoxy-2-((α-methyl-4-chlorobenzylideneaminooxymethyl)phenylacetate (0.70 g, 1.9 mmol) in methanol (10 ml), and the mixture was stirred at room temperature for 2 hours. The mixture was adjusted to pH 4 with 1N hydrochloric acid, extracted with methylene chloride and dried over anhydrous magnesium sulfate. Evaporation of the solvent gave the desired compound (E)-α-methoxy-2-α-methyl-4-chlorobenzylideneaminooxymethyl)phen... Starting materials: C1(CC1)C=1C=C(C(=NC1)N1CCN(CC1)C(=O)C=1C(=CC(=NC1)N1C(CCC1)=O)C)C (1-{5-[4-(5-cyclopropyl-3-methylpyridin-2-yl)piperazine-1-carbonyl]-4-methylpyridin-2-yl}pyrrolidin-2-one), Cl.C(C)OCC (hydrogen chloride diethyl ether). The solvent is ClCCl (dichloromethane). Yields the product Cl.Cl.C1(CC1)C=1C=C(C(=NC1)N1CCN(CC1)C(=O)C=1C(=CC(=NC1)N1C(CCC1)=O)C)C (1-{5-[4-(5-cyclopropyl-3-methylpyridin-2-yl)piperazine-1-carbonyl]-4-methylpyridin-2-yl}pyrrolidin-2-one dihydrochloride). As a reaction SMILES: [CH:1]1([C:4]2[CH:5]=[C:6]([CH3:31])[C:7]([N:10]3[CH2:15][CH2:14][N:13]([C:16]([C:18]4[C:19]([CH3:30])=[CH:20][C:21]([N:24]5[CH2:28][CH2:27][CH2:26][C:25]5=[O:29])=[N:22][CH:23]=4)=[O:17])[CH2:12][CH2:11]3)=[N:8][CH:9]=2)[CH2:3][CH2:2]1.[ClH:32].C(OCC)C>ClCCl>[ClH:32].[ClH:32].[CH:1]1([C:4]2[CH:5]=[C:6]([CH3:31])[C:7]([N:10]3[CH2:11][CH2:12][N:13]([C:16]([C:18]4[C:19]([CH3:30])=[CH:20][C:21]([N:24]5[CH2:28][CH2:27][CH2:26][C:25]5=[O:29])=[N:22][CH:23]=4)=[O:17])[CH2:14][CH2:15]3)=[N:8][CH:9]=2)[CH2:2][CH2:3]1 |f:1.2,4.5.6|. Procedure details: Under a nitrogen stream, sodium hydride (47 mg) was suspended in N,N-dimethylformamide (10 mL), pyrrolidin-2-one (74 μL) was added, and the mixture was stirred at room temperature. Then, a solution of [4-(5-cyclopropyl-3-methylpyridin-2-yl)piperazin-1-yl](6-fluoro-4-methylpyridin-3-yl)methanone (210 mg) described in Preparation Example 140 in N,N-dimethylformamide (5 mL) was added, and the mixture was stirred at 95° C. The reaction mixture was cooled, water was added, and the mixture was extract... The reactants are COC(=O)CBr, COc1cc(OC)c(C=CS(=O)(=O)Cc2ccc(OC)c(N)c2)c(OC)c1, CO, CC(=O)[O-], [Na+]. The product is COC(=O)CNc1cc(CS(=O)(=O)C=Cc2c(OC)cc(OC)cc2OC)ccc1OC. RXN SMILES: [Br:1][CH2:2][C:3](=[O:4])[O:5][CH3:6].[CH3:12][O:13][c:14]1[c:15]([CH:16]=[CH:17][S:18](=[O:19])(=[O:20])[CH2:21][c:22]2[cH:23][cH:24][c:25]([O:29][CH3:30])[c:26]([NH2:28])[cH:27]2)[c:31]([O:37][CH3:38])[cH:32][c:33]([O:35][CH3:36])[cH:34]1.[CH3:39][OH:40].[CH3:8][C:9](=[O:10])[O-:11].[Na+:7]>>[CH2:2]([C:3](=[O:4])[O:5][CH3:6])[NH:28][c:26]1[c:25]([O:29][CH3:30])[cH:24][cH:23][c:22]([CH2:21][S:18]([CH:17]=[CH:16][c:15]2[c:14]([O:13][CH3:12])[cH:34][c:33]([O:35][CH3:36])[cH:32][c:31]2[O:37][CH3:38])(=[O:19])=[O:20])[cH:27]1. The reactants are N1C(=O)NC(=O)C1 (Hydantoin), C1(CC1)NC1=CC(=NC=2N1N=CC2C=O)N2CCN(CC2)C2=C(C#N)C=CC=N2 (2-(4-(7-(cyclopropylamino)-3-formylpyrazolo[1,5-a]pyrimidin-5-yl)piperazin-1-yl)nicotinonitrile), N1CCCCC1 (piperidine). Run in O (water), C(C)O (ethanol). Conditions: temperature 80 celsius. Product: C1(CC1)NC1=CC(=NC=2N1N=CC2C=C2NC(NC2=O)=O)N2CCN(CC2)C2=C(C#N)C=CC=N2 (2-(4-(7-(cyclopropylamino)-3-((2,5-dioxoimidazolidin-4-ylidene)methyl)pyrazolo[1,5-a]pyrimidin-5-yl)piperazin-1-yl)nicotinonitrile). The yield is 10.6%. As a reaction SMILES: [NH:1]1[CH2:7][C:5](=[O:6])[NH:4][C:2]1=[O:3].[CH:8]1([NH:11][C:12]2[N:17]3[N:18]=[CH:19][C:20]([CH:21]=O)=[C:16]3[N:15]=[C:14]([N:23]3[CH2:28][CH2:27][N:26]([C:29]4[N:36]=[CH:35][CH:34]=[CH:33][C:30]=4[C:31]#[N:32])[CH2:25][CH2:24]3)[CH:13]=2)[CH2:10][CH2:9]1.N1CCCCC1>C(O)C.O>[CH:8]1([NH:11][C:12]2[N:17]3[N:18]=[CH:19][C:20]([CH:21]=[C:7]4[C:5](=[O:6])[NH:4][C:2](=[O:3])[NH:1]4)=[C:16]3[N:15]=[C:14]([N:23]3[CH2:28][CH2:27][N:26]([C:29]4[N:36]=[CH:35][CH:34]=[CH:33][C:30]=4[C:31]#[N:32])[CH2:25][CH2:24]3)[CH:13]=2)[CH2:9][CH2:10]1. Procedure: Hydantoin (4 mg, 0.04 mmol) and 2-(4-(7-(cyclopropylamino)-3-formylpyrazolo[1,5-a]pyrimidin-5-yl)piperazin-1-yl)nicotinonitrile (16 mg, 0.04 mmol) were dissolved in ethanol (0.5 mL) along with piperidine (4 uL, 0.04 mmol). The reaction was heated at 80° C. for 12 hours. The reaction was then cooled to r.t., diluted with water, and the precipitate was collected and washed with water, 1:1 ethanol:water, then ethanol. The yellow solid was further purified by recrystallization from ethyl acetate/hex... Reactants: ClC1=NC=CC(=N1)C=1C=C(C=CC1)N (3-(2-Chloro-pyrimidin-4-yl)-phenylamine), C(C)(C)(C)OC(=O)N1CC(CC1)=O (3-oxo-pyrrolidine-1-carboxylic acid tert-butyl ester). The product is C(C)(C)(C)OC(=O)N1CC(CC1)NC1=CC(=CC=C1)C1=NC(=NC=C1)Cl (3-[3-(2-Chloro-pyrimidin-4-yl)-phenylamino]-pyrrolidine-1-carboxylic acid tert-butyl ester). Isolated yield 70.0%. RXN SMILES: [Cl:1][C:2]1[N:7]=[C:6]([C:8]2[CH:9]=[C:10]([NH2:14])[CH:11]=[CH:12][CH:13]=2)[CH:5]=[CH:4][N:3]=1.[C:15]([O:19][C:20]([N:22]1[CH2:26][CH2:25][C:24](=O)[CH2:23]1)=[O:21])([CH3:18])([CH3:17])[CH3:16]>>[C:15]([O:19][C:20]([N:22]1[CH2:26][CH2:25][CH:24]([NH:14][C:10]2[CH:11]=[CH:12][CH:13]=[C:8]([C:6]3[CH:5]=[CH:4][N:3]=[C:2]([Cl:1])[N:7]=3)[CH:9]=2)[CH2:23]1)=[O:21])([CH3:18])([CH3:16])[CH3:17]. Procedure: Intermediate 6 was coupled with 3-oxo-pyrrolidine-1-carboxylic acid tert-butyl ester following procedure J. The product was purified on silica gel using 1:1 ethyl acetate:hexanes as eluent. Yield: 70%. LC-MS showed the product had the expected M+H+ of 375. The reactants are C1(=CC=CC=C1)NC(=O)C=1NC=CN1 (N-phenyl-1H-imidazole-2-carboxamide), [H-].[Na+] (sodium hydride), saturated aqueous solution, S(=S)(=O)([O-])[O-].[Na+].[Na+] (sodium thiosulphate), C1(=CC=CC=C1)P(N)(=O)C1=CC=CC=C1 (P,P-diphenylphosphinic amide). Solvent: CN(C)C=O (DMF), CN(C)C=O (DMF). Conditions: temperature 0 celsius, time 30 minute. Yields the product NN1C(=NC=C1)C(=O)NC1=CC=CC=C1 (1-Amino-N-phenyl-1H-imidazole-2-carboxamide). The yield is 76.0%. RXN SMILES: [H-].[Na+].[C:3]1([NH:9][C:10]([C:12]2[NH:13][CH:14]=[CH:15][N:16]=2)=[O:11])[CH:8]=[CH:7][CH:6]=[CH:5][CH:4]=1.C1(P(C2C=CC=CC=2)(=O)[NH2:24])C=CC=CC=1.S([O-])([O-])(=O)=S.[Na+].[Na+]>CN(C=O)C>[NH2:24][N:16]1[CH:15]=[CH:14][N:13]=[C:12]1[C:10]([NH:9][C:3]1[CH:4]=[CH:5][CH:6]=[CH:7][CH:8]=1)=[O:11] |f:0.1,4.5.6|. Procedure details: 0.430 g (10.75 mmol) of sodium hydride (60% dispersion in mineral oil) was added to a 0° C. cooled solution of N-phenyl-1H-imidazole-2-carboxamide (1.55 g, 8.27 mmol) in DMF (50 mL). The mixture was stirred at 0° C. for 30 minutes and 2.70 g (11.57 mmol) of DPPONH2 (P,P-diphenylphosphinic amide, available from Sigma Aldrich®, cat. no. 5994-87-6) were added portionwise. A thick suspension formed and additional 100 mL of DMF were added. The mixture was stirred at room temperature for 3 hours and t... Starting materials: CCOCC, CC=C(C)C(=O)O, Cl[GeH](Cl)Cl. Product: CC(C(=O)O)C(C)[Ge](Cl)(Cl)Cl. As a reaction SMILES: [CH2:12]([O:13][CH2:14][CH3:15])[CH3:16].[CH3:1][C:2]([C:3](=[O:4])[OH:5])=[CH:6][CH3:7].[Cl:8][GeH:9]([Cl:10])[Cl:11]>>[CH3:1][CH:2]([C:3](=[O:4])[OH:5])[CH:6]([CH3:7])[Ge:9]([Cl:8])([Cl:10])[Cl:11]. Starting materials: [C-]#N.[K+] (potassium cyanide), FC=1C=CC(=C(CBr)C1)C(F)(F)F (5-fluoro-2-trifluoromethylbenzyl bromide), O (water). Run in C(C)(=O)OCC (ethyl acetate), C(C)O (ethanol). Run at time 64 hour. Product: FC=1C=CC(=C(C1)CC#N)C(F)(F)F (2-(5-Fluoro-2-trifluoromethylphenyl)-acetonitrile). Reaction SMILES: [C-:1]#[N:2].[K+].[F:4][C:5]1[CH:6]=[CH:7][C:8]([C:13]([F:16])([F:15])[F:14])=[C:9]([CH:12]=1)[CH2:10]Br.O>C(O)C.C(OCC)(=O)C>[F:4][C:5]1[CH:6]=[CH:7][C:8]([C:13]([F:16])([F:15])[F:14])=[C:9]([CH2:10][C:1]#[N:2])[CH:12]=1 |f:0.1|. Procedure: 1.95 g (30 mmol) of potassium cyanide is added to a solution of 5.14 g (20 mmol) of 5-fluoro-2-trifluoromethylbenzyl bromide in 45 ml of ethanol/8 ml of water, and it is stirred for 64 hours at room temperature. The reaction solution is diluted with ethyl acetate and extracted with saturated sodium bicarbonate solution. The organic phase is washed with water, dried and concentrated by evaporation. The remaining residue is purified by bulb tube distillation and recrystallized. Yield: 3.6 g (89%). Starting materials: C[C@H](C=O)CCCC(C)C ((S)-2,6-dimethylheptanal), [Mg] (magnesium), Grignard reagent, Cl (hydrochloric acid), C([O-])(O)=O.[Na+] (sodium bicarbonate), C(C1=CC=CC=C1)OC1=CC=C(C=C1)Br (4-bromophenyl benzyl ether), II (iodine), [Mg] (magnesium), Grignard reagent. Solvent: O1CCCC1 (THF), O1CCCC1 (tetrahydrofuran), O1CCCC1 (THF), O1CCCC1 (THF). Product: C(C1=CC=CC=C1)OC1=CC=C(C=C1)C(C(CCCC(C)C)C)O (4-(2,6-Dimethyl-1-hydroxyheptyl)phenyl Benzyl Ether). Isolated yield 47.0%. As a reaction SMILES: [Mg].II.[CH2:4]([O:11][C:12]1[CH:17]=[CH:16][C:15](Br)=[CH:14][CH:13]=1)[C:5]1[CH:10]=[CH:9][CH:8]=[CH:7][CH:6]=1.[CH3:19][C@@H:20]([CH2:23][CH2:24][CH2:25][CH:26]([CH3:28])[CH3:27])[CH:21]=[O:22].Cl.C(=O)(O)[O-].[Na+]>O1CCCC1>[CH2:4]([O:11][C:12]1[CH:17]=[CH:16][C:15]([CH:21]([OH:22])[CH:20]([CH3:19])[CH2:23][CH2:24][CH2:25][CH:26]([CH3:28])[CH3:27])=[CH:14][CH:13]=1)[C:5]1[CH:10]=[CH:9][CH:8]=[CH:7][CH:6]=1 |f:5.6|. Reported procedure: In a 200 ml-volume flask was charged 1.704 g of metallic magnesium. After displacing the atmosphere with nitrogen, a small amount of iodine was added thereto, followed by heating to activate the magnesium. Ten milliliters of tetrahydrofuran (THF) were added thereto, and a mixture comprising 18.5 g of 4-bromophenyl benzyl ether as prepared in Example 1 and 40 ml of THF was added dropwise to the system from a dropping funnel at room temperature over a period of 30 minutes. The reaction was continu...